describe an organic reaction: reactants, conditions, products, and yield From a dataset of the Open Reaction Database (ORD), a public repository of structured organic reaction records. The reactants are [N+](=O)(O)[O-] (nitric acid), ClCC(=O)NC1=C(C(=CC(=C1OC)C(NC)=O)OC)C(NC)=O (2-(Chloroacetamido)-1,4-bis(methylcarbamyl)-3,6-dimethoxybenzene). The solvent is ice water. Reaction conditions: temperature 0 celsius, time 45 minute. Yields the product ClCC(=O)NC1=C(C(=C(C(=C1OC)C(NC)=O)[N+](=O)[O-])OC)C(NC)=O (2-(Chloroacetamido)-1,4-bis(methylcarbamyl)-3,6-dimethoxy-5-nitrobenzene). As a reaction SMILES: [N+:1]([O-:4])(O)=[O:2].[Cl:5][CH2:6][C:7]([NH:9][C:10]1[C:15]([O:16][CH3:17])=[C:14]([C:18](=[O:21])[NH:19][CH3:20])[CH:13]=[C:12]([O:22][CH3:23])[C:11]=1[C:24](=[O:27])[NH:25][CH3:26])=[O:8]>>[Cl:5][CH2:6][C:7]([NH:9][C:10]1[C:15]([O:16][CH3:17])=[C:14]([C:18](=[O:21])[NH:19][CH3:20])[C:13]([N+:1]([O-:4])=[O:2])=[C:12]([O:22][CH3:23])[C:11]=1[C:24](=[O:27])[NH:25][CH3:26])=[O:8]. Reported procedure: To 50 mL of red fuming nitric acid, chilled to 0° C., was added 2.3 g (6.69 mmol) of 30. After stirring at 0° C. for 45 minutes, 100 mL of ice water was added and the mixture quickly extracted with ethyl acetate. The ethyl acetate extract was dried over Na2SO4, evaporated down to a small volume, and placed on a silica gel column. Gradient chromatography (ethyl acetate to 5% methanolic ethyl acetate) afforded the desired product as a pure white solid: 1.5 g (58%) yield; TLC (ethyl acetate-methano... The reactants are BrC1=C(C=O)C=CC=C1 (2-bromo-benzaldehyde), C1(=CC=CC=C1)CCC[Mg]Br (3-phenyl-propyl magnesium bromide). The product is BrC1=C(C=CC=C1)C(CCCC1=CC=CC=C1)O (1-(2-Bromo-phenyl)-4-phenyl-butan-1-ol). RXN SMILES: [Br:1][C:2]1[CH:9]=[CH:8][CH:7]=[CH:6][C:3]=1[CH:4]=[O:5].[C:10]1([CH2:16][CH2:17][CH2:18][Mg]Br)[CH:15]=[CH:14][CH:13]=[CH:12][CH:11]=1>>[Br:1][C:2]1[CH:9]=[CH:8][CH:7]=[CH:6][C:3]=1[CH:4]([OH:5])[CH2:18][CH2:17][CH2:16][C:10]1[CH:15]=[CH:14][CH:13]=[CH:12][CH:11]=1. Reported procedure: Prepared according to the procedure described in Example 5, Step 1, using the following starting materials: 2-bromo-benzaldehyde and 3-phenyl-propyl magnesium bromide. Starting materials: CC(=O)[O-], CC(=O)[O-], CC(=O)[O-], CC(=O)[O-], CC(=O)O, Cc1cc(C(C)C)c(Sc2cc(Cl)cc(Cl)c2)n1Cc1ccncc1, [Pb+4]. Yields the product CC(C)c1cc(C=O)n(Cc2ccncc2)c1Sc1cc(Cl)cc(Cl)c1. Reaction SMILES: [C:26]([O-:27])(=[O:28])[CH3:29].[C:30]([O-:31])(=[O:32])[CH3:33].[C:34]([O-:35])(=[O:36])[CH3:37].[C:38]([O-:39])(=[O:40])[CH3:41].[CH3:43][C:44](=[O:45])[OH:46].[Cl:1][c:2]1[cH:3][c:4]([S:9][c:10]2[c:11]([CH:23]([CH3:24])[CH3:25])[cH:12][c:13]([CH3:22])[n:14]2[CH2:15][c:16]2[cH:17][cH:18][n:19][cH:20][cH:21]2)[cH:5][c:6]([Cl:8])[cH:7]1.[Pb+4:42]>>[Cl:1][c:2]1[cH:3][c:4]([S:9][c:10]2[c:11]([CH:23]([CH3:24])[CH3:25])[cH:12][c:13]([CH:22]=[O:28])[n:14]2[CH2:15][c:16]2[cH:17][cH:18][n:19][cH:20][cH:21]2)[cH:5][c:6]([Cl:8])[cH:7]1. Reactants: CN1C(=NC(=CC1=O)N1CCOCC1)CC(=O)[O-].[Na+] (sodium [1-methyl-4-(morpholin-4-yl)-6-oxo-1,6-dihydropyrimidin-2-yl]acetate), Cl.FC1=C2CCNC2=CC=C1F (4,5-difluoroindoline hydrochloride), Cl.CN(CCCN=C=NCC)C (N-[3-(dimethylamino)propyl]-N′-ethylcarbodiimide hydrochloride). Run in N1=CC=CC=C1 (pyridine), CN(C=O)C (N,N-dimethylformamide). Product: FC1=C2CCN(C2=CC=C1F)C(CC1=NC(=CC(N1C)=O)N1CCOCC1)=O (2-[2-(4,5-difluoro-2,3-dihydro-1H-indol-1-yl)-2-oxoethyl]-3-methyl-6-(morpholin-4-yl)pyrimidin-4(3H)-one). The yield is 39.7%. Reaction SMILES: [CH3:1][N:2]1[C:7](=[O:8])[CH:6]=[C:5]([N:9]2[CH2:14][CH2:13][O:12][CH2:11][CH2:10]2)[N:4]=[C:3]1[CH2:15][C:16]([O-:18])=O.[Na+].Cl.[F:21][C:22]1[C:30]([F:31])=[CH:29][CH:28]=[C:27]2[C:23]=1[CH2:24][CH2:25][NH:26]2.Cl.CN(C)CCCN=C=NCC>N1C=CC=CC=1.CN(C)C=O>[F:21][C:22]1[C:30]([F:31])=[CH:29][CH:28]=[C:27]2[C:23]=1[CH2:24][CH2:25][N:26]2[C:16](=[O:18])[CH2:15][C:3]1[N:2]([CH3:1])[C:7](=[O:8])[CH:6]=[C:5]([N:9]2[CH2:10][CH2:11][O:12][CH2:13][CH2:14]2)[N:4]=1 |f:0.1,2.3,4.5|. Procedure: The product is prepared according to the procedure described in example 68, using 275 mg of sodium [1-methyl-4-(morpholin-4-yl)-6-oxo-1,6-dihydropyrimidin-2-yl]acetate, 287 mg of 4,5-difluoroindoline hydrochloride and 254 mg of N-[3-(dimethylamino)propyl]-N′-ethylcarbodiimide hydrochloride in a mixture of 241 μl of pyridine and 4.0 ml of N,N-dimethylformamide. 155 mg of 2-[2-(4,5-difluoro-2,3-dihydro-1H-indol-1-yl)-2-oxoethyl]-3-methyl-6-(morpholin-4-yl)pyrimidin-4(3H)-one are obtained in the fo... Starting materials: CC(C)O, ClCCl, Cl, [I-], [K+], O=N[O-], Nc1cc(C2CNC(=O)C2)ccc1Cl, [Na+], O. The product is O=C1CC(c2ccc(Cl)c(I)c2)CN1. RXN SMILES: [CH:23]([OH:24])([CH3:25])[CH3:26].[Cl:27][CH2:28][Cl:29].[ClH:15].[I-:21].[K+:20].[N:16]([O-:17])=[O:18].[NH2:1][c:2]1[cH:3][c:4]([CH:9]2[CH2:10][C:11](=[O:14])[NH:12][CH2:13]2)[cH:5][cH:6][c:7]1[Cl:8].[Na+:19].[OH2:22]>>[c:2]1([I:21])[cH:3][c:4]([CH:9]2[CH2:10][C:11](=[O:14])[NH:12][CH2:13]2)[cH:5][cH:6][c:7]1[Cl:8]. Starting materials: C(C)OC(CN1C(=NC=2C1=NC=CC2)C2=CC(=CC=C2)Br)=O (2-(3-bromophenyl)-3H-imidazo[4,5-b]pyridine-3-acetic acid ethyl ester), C(C)O (ethanol), [OH-].[Na+] (sodium hydroxide). The solvent is O (water). The product is BrC=1C=C(C=CC1)C1=NC=2C(=NC=CC2)N1CC(=O)O (2-(3-Bromophenyl)-3H-imidazo[4,5-b]pyridine-3-acetic acid). Yield: 88.3%. RXN SMILES: C([O:3][C:4](=[O:22])[CH2:5][N:6]1[C:10]2=[N:11][CH:12]=[CH:13][CH:14]=[C:9]2[N:8]=[C:7]1[C:15]1[CH:20]=[CH:19][CH:18]=[C:17]([Br:21])[CH:16]=1)C.C(O)C.[OH-].[Na+]>O>[Br:21][C:17]1[CH:16]=[C:15]([C:7]2[N:6]([CH2:5][C:4]([OH:22])=[O:3])[C:10]3=[N:11][CH:12]=[CH:13][CH:14]=[C:9]3[N:8]=2)[CH:20]=[CH:19][CH:18]=1 |f:2.3|. Procedure: A solution of 2-(3-bromophenyl)-3H-imidazo[4,5-b]pyridine-3-acetic acid ethyl ester (4.8 g, 0.0133 mole), 95% ethanol (50 ml), sodium hydroxide pellets (0.6 g, 0.014 mole), and water (5 ml) was refluxed for 2 hrs. The ethanol was evaporated and water (50 ml) added. Glacial acetic acid was added dropwise until precipitation began (pH neutral). The precipitated solid was collected by filtration and recrystallized from ethanol-tetrahydrofuran, giving 3.9 g (88% yield) of white needles, mp 247°-249°... The reactants are CC(C)C(NCc1ccccc1[N+](=O)[O-])C(=O)OC(C)(C)C, CCO. Yields the product CC(C)C(NCc1ccccc1N)C(=O)OC(C)(C)C. Reaction SMILES: [C:1]([CH3:2])([CH3:3])([CH3:4])[O:5][C:6]([CH:7]([CH:8]([CH3:9])[CH3:10])[NH:11][CH2:12][c:13]1[c:14]([N+:19]([O-:20])=[O:21])[cH:15][cH:16][cH:17][cH:18]1)=[O:22].[CH3:23][CH2:24][OH:25]>>[C:1]([CH3:2])([CH3:3])([CH3:4])[O:5][C:6]([CH:7]([CH:8]([CH3:9])[CH3:10])[NH:11][CH2:12][c:13]1[c:14]([NH2:19])[cH:15][cH:16][cH:17][cH:18]1)=[O:22].